The task is: describe an organic reaction: reactants, conditions, products, and yield. This data is from the Open Reaction Database (ORD), a public repository of structured organic reaction records. Reactants: CCO, COC(=O)c1cc([N+](=O)[O-])cc(N2CCCC2=O)c1F, O. Product: COC(=O)c1cc(N)cc(N2CCCC2=O)c1F. As a reaction SMILES: [CH3:21][CH2:22][OH:23].[F:1][c:2]1[c:3]([C:4](=[O:5])[O:6][CH3:7])[cH:8][c:9]([N+:18]([O-:19])=[O:20])[cH:10][c:11]1[N:12]1[C:13](=[O:17])[CH2:14][CH2:15][CH2:16]1.[OH2:24]>>[F:1][c:2]1[c:3]([C:4](=[O:5])[O:6][CH3:7])[cH:8][c:9]([NH2:18])[cH:10][c:11]1[N:12]1[C:13](=[O:17])[CH2:14][CH2:15][CH2:16]1. Starting materials: O=[N+]([O-])c1cccc(CBr)c1CBr, O=C([O-])[O-], CCOC(=O)CC#N, CN(C)C=O, [K+], [K+]. Yields the product CCOC(=O)C1(C#N)Cc2cccc([N+](=O)[O-])c2C1. Reaction SMILES: [Br:1][CH2:2][c:3]1[c:4]([N+:11](=[O:12])[O-:13])[cH:5][cH:6][cH:7][c:8]1[CH2:9][Br:10].[C:14](=[O:15])([O-:16])[O-:17].[C:20](#[N:21])[CH2:22][C:23](=[O:24])[O:25][CH2:26][CH3:27].[CH3:28][N:29]([CH3:30])[CH:31]=[O:32].[K+:18].[K+:19]>>[CH2:2]1[c:3]2[c:4]([N+:11](=[O:12])[O-:13])[cH:5][cH:6][cH:7][c:8]2[CH2:9][C:22]1([C:20]#[N:21])[C:23](=[O:24])[O:25][CH2:26][CH3:27]. Starting materials: N[C@H](CO)C(=O)O (D-serine), C(C1=CC=CC=C1)(C1=CC=CC=C1)(C1=CC=CC=C1)Cl (trityl chloride), C[Si](C)(C)Cl (trimethylsilyl chloride). Solvent: ClCCl (dichloromethane), CO (methanol), C(C)N(CC)CC (Triethylamine), ClCCl (dichloromethane), CO (methanol), ClCCl (dichloromethane), C(C)N(CC)CC (triethyl amine). Conditions: time 3 hour. The product is C(C1=CC=CC=C1)(C1=CC=CC=C1)(C1=CC=CC=C1)N[C@H](CO)C(=O)O (N-trityl-D-serine). Reaction SMILES: [NH2:1][C@@H:2]([C:5]([OH:7])=[O:6])[CH2:3][OH:4].C[Si](Cl)(C)C.[C:13](Cl)([C:26]1[CH:31]=[CH:30][CH:29]=[CH:28][CH:27]=1)([C:20]1[CH:25]=[CH:24][CH:23]=[CH:22][CH:21]=1)[C:14]1[CH:19]=[CH:18][CH:17]=[CH:16][CH:15]=1>ClCCl.CO.C(N(CC)CC)C>[C:13]([NH:1][C@@H:2]([C:5]([OH:7])=[O:6])[CH2:3][OH:4])([C:14]1[CH:19]=[CH:18][CH:17]=[CH:16][CH:15]=1)([C:26]1[CH:27]=[CH:28][CH:29]=[CH:30][CH:31]=1)[C:20]1[CH:21]=[CH:22][CH:23]=[CH:24][CH:25]=1. Procedure details: To dichloromethane (500 ml), D-serine (50 g) was added at ambient temperature under nitrogen atmosphere to form a suspension and then trimethylsilyl chloride (180.91 g) was added to the suspension in 10-15 minutes at ambient temperature. The reaction mixture was refluxed at 35° C. to 40° C. for 20 minutes and then it was cooled to ambient temperature. To the reaction mixture, a solution of triethyl amine (168.50 g) in dichloromethane (50 ml) was added in 30-45 minutes at 25° C. to 30° C. The mix... The reactants are CC(=O)O, [O-][Cl+3]([O-])([O-])O, COC(=O)CCCCCCCCCCCCCCCCCCCCC(=O)c1c(C)cc(OC)c(OC)c1O. Product: COC(=O)CCCCCCCCCCCCCCCCCCCCCc1c(C)cc(OC)c(OC)c1O. Reaction SMILES: [CH3:44][C:45](=[O:46])[OH:47].[Cl+3:39]([OH:40])([O-:41])([O-:42])[O-:43].[OH:1][c:2]1[c:3]([C:4](=[O:5])[CH2:6][CH2:7][CH2:8][CH2:9][CH2:10][CH2:11][CH2:12][CH2:13][CH2:14][CH2:15][CH2:16][CH2:17][CH2:18][CH2:19][CH2:20][CH2:21][CH2:22][CH2:23][CH2:24][CH2:25][C:26](=[O:27])[O:28][CH3:29])[c:30]([CH3:38])[cH:31][c:32]([O:36][CH3:37])[c:33]1[O:34][CH3:35]>>[OH:1][c:2]1[c:3]([CH2:4][CH2:6][CH2:7][CH2:8][CH2:9][CH2:10][CH2:11][CH2:12][CH2:13][CH2:14][CH2:15][CH2:16][CH2:17][CH2:18][CH2:19][CH2:20][CH2:21][CH2:22][CH2:23][CH2:24][CH2:25][C:26](=[O:27])[O:28][CH3:29])[c:30]([CH3:38])[cH:31][c:32]([O:36][CH3:37])[c:33]1[O:34][CH3:35]. RXN SMILES: [C:34]([O:35][O:36][C:37](=[O:38])[c:39]1[cH:40][cH:41][cH:42][cH:43][cH:44]1)(=[O:45])[c:46]1[cH:47][cH:48][cH:49][cH:50][cH:51]1.[CH2:1]([c:2]1[cH:3][cH:4][cH:5][cH:6][cH:7]1)[O:8][c:9]1[cH:10][c:11]([O:16][CH2:17][C:18](=[CH2:19])[CH3:20])[c:12]([Br:15])[cH:13][cH:14]1.[CH2:21]([SnH:22]([CH2:23][CH2:24][CH2:25][CH3:26])[CH2:27][CH2:28][CH2:29][CH3:30])[CH2:31][CH2:32][CH3:33].[cH:52]1[cH:53][cH:54][cH:55][cH:56][cH:57]1>>[CH2:1]([c:2]1[cH:3][cH:4][cH:5][cH:6][cH:7]1)[O:8][c:9]1[cH:10][c:11]2[c:12]([cH:13][cH:14]1)[C:18]([CH3:19])([CH3:20])[CH2:17][O:16]2. Starting materials: O=C(OOC(=O)c1ccccc1)c1ccccc1, C=C(C)COc1cc(OCc2ccccc2)ccc1Br, CCCC[SnH](CCCC)CCCC, c1ccccc1. The product is CC1(C)COc2cc(OCc3ccccc3)ccc21. Product: CC(C)(C)c1ccc(SCCN)cc1. Reaction SMILES: [C:12]([CH3:13])([CH3:14])([CH3:15])[c:16]1[cH:17][cH:18][c:19]([SH:22])[cH:20][cH:21]1.[Cl:23][CH:24]([Cl:25])[Cl:26].[Cl:2][CH2:3][CH2:4][NH2:5].[ClH:1].[K+:6].[K+:7].[O-:8][C:9]([O-:10])=[O:11]>>[CH2:3]([CH2:4][NH2:5])[S:22][c:19]1[cH:18][cH:17][c:16]([C:12]([CH3:13])([CH3:14])[CH3:15])[cH:21][cH:20]1. The reactants are CC(C)(C)c1ccc(S)cc1, ClC(Cl)Cl, NCCCl, Cl, [K+], [K+], O=C([O-])[O-].